Dataset: the Open Reaction Database (ORD), a public repository of structured organic reaction records. Task: describe an organic reaction: reactants, conditions, products, and yield Starting materials: CI, COC(=O)Cc1ccc(Cl)c([N+](=O)[O-])c1, C1CCOC1, O. Yields the product COC(=O)C(C)c1ccc(Cl)c([N+](=O)[O-])c1. As a reaction SMILES: [CH3:22][I:23].[Cl:1][c:2]1[c:3]([N+:13](=[O:14])[O-:15])[cH:4][c:5]([CH2:8][C:9](=[O:10])[O:11][CH3:12])[cH:6][cH:7]1.[O:17]1[CH2:18][CH2:21][CH2:20][CH2:19]1.[OH2:16]>>[Cl:1][c:2]1[c:3]([N+:13](=[O:14])[O-:15])[cH:4][c:5]([CH:8]([C:9](=[O:10])[O:11][CH3:12])[CH3:18])[cH:6][cH:7]1. Reactants: C(=O)C1=CC=C(S1)C=1SC(=CC1)C=1SC=C(C1)CO (5-formyl-4"-hydroxymethyl-2,2':5', 2"-terthiophene), [BH4-].[Na+] (sodium borohydride). The solvent is CO (methanol). Conditions: time 40 minute. Yields the product OCC1=CC=C(S1)C=1SC(=CC1)C=1SC=C(C1)CO (5,4"-dihydroxymethyl-2,2':5', 2"-terthiophene). Isolated yield 99.3%. RXN SMILES: [CH:1]([C:3]1[S:7][C:6]([C:8]2[S:9][C:10]([C:13]3[S:14][CH:15]=[C:16]([CH2:18][OH:19])[CH:17]=3)=[CH:11][CH:12]=2)=[CH:5][CH:4]=1)=[O:2].[BH4-].[Na+]>CO>[OH:2][CH2:1][C:3]1[S:7][C:6]([C:8]2[S:9][C:10]([C:13]3[S:14][CH:15]=[C:16]([CH2:18][OH:19])[CH:17]=3)=[CH:11][CH:12]=2)=[CH:5][CH:4]=1 |f:1.2|. Reported procedure: To a solution of 5-formyl-4"-hydroxymethyl-2,2':5', 2"-terthiophene (140 mg) in methanol (10 ml) was added sodium borohydride (0.1 g). The reaction mixture was stirred at room temperature for 40 minutes. Methanol was removed and water was added. The solution was extracted with ethyl acetate, washed with brine, dried over anhydrous magnesium sulfate and concentrated to give light yellowish solid product (140 mg), melting point 111°-113° C. The reactants are CCO, [H][H], C=Cc1nc(N)nc(-c2ccccc2)c1C#N. As a reaction SMILES: [CH3:20][CH2:21][OH:22].[H:18][H:19].[NH2:1][c:2]1[n:3][c:4]([CH:16]=[CH2:17])[c:5]([C:14]#[N:15])[c:6](-[c:8]2[cH:9][cH:10][cH:11][cH:12][cH:13]2)[n:7]1>>[NH2:1][c:2]1[n:3][c:4]([CH2:16][CH3:17])[c:5]([C:14]#[N:15])[c:6](-[c:8]2[cH:9][cH:10][cH:11][cH:12][cH:13]2)[n:7]1. The product is CCc1nc(N)nc(-c2ccccc2)c1C#N. RXN SMILES: [CH3:1][O:2][C:3]([CH:4]([NH:5][C:6](=[O:7])[c:8]1[c:9]([Cl:15])[cH:10][cH:11][cH:12][c:13]1[CH3:14])[CH2:16][c:17]1[cH:18][cH:19][c:20]([N+:23](=[O:24])[O-:25])[cH:21][cH:22]1)=[O:26].[CH3:27][O:28][c:29]1[cH:30][cH:31][c:32]([P:33]2(=[S:36])[S:34][P:35]([c:37]3[cH:38][cH:39][c:40]([O:41][CH3:42])[cH:43][cH:44]3)(=[S:45])[S:46]2)[cH:47][cH:48]1.[CH3:49][c:50]1[cH:51][cH:52][cH:53][cH:54][cH:55]1.[CH3:56][CH2:57][O:58][C:59](=[O:60])[CH3:61]>>[CH3:1][O:2][C:3]([CH:4]([NH:5][C:6]([c:8]1[c:9]([Cl:15])[cH:10][cH:11][cH:12][c:13]1[CH3:14])=[S:36])[CH2:16][c:17]1[cH:18][cH:19][c:20]([N+:23](=[O:24])[O-:25])[cH:21][cH:22]1)=[O:26]. Yields the product COC(=O)C(Cc1ccc([N+](=O)[O-])cc1)NC(=S)c1c(C)cccc1Cl. Starting materials: COC(=O)C(Cc1ccc([N+](=O)[O-])cc1)NC(=O)c1c(C)cccc1Cl, COc1ccc(P2(=S)SP(=S)(c3ccc(OC)cc3)S2)cc1, Cc1ccccc1, CCOC(C)=O. The reactants are CC1=C(C=C(C=C1)NC(C1=CC=C(C=C1)CN1CCNCC1)=O)NC1=NC=CC(=N1)C=1C=NC=CC1 (N-[4-methyl-3-(4-pyridin-3-yl-pyrimidin-2-ylamino)-phenyl]-4-piperazin-1-ylmethyl-benzamide), C(C)OC(C(C)OP(=O)(OC1=CC=CC=C1)CC=O)=O (2-[(2-oxo-ethyl)-phenoxy-phosphinoyloxy]-propionic acid ethyl ester), [BH3-]C#N.[Na+] (NaCNBH3). Solvent: C(C)(=O)O.CN(C)C=O (Acetic Acid DMF). Reaction conditions: time 30 minute. Product: C(C)OC(C(C)OP(=O)(OC1=CC=CC=C1)CCN1CCN(CC1)CC1=CC=C(C=C1)C(NC1=CC(=C(C=C1)C)NC1=NC=CC(=N1)C=1C=NC=CC1)=O)=O (2-{[2-(4-{4-[4-Methyl-3-(4-pyridin-3-yl-pyrimidin-2-ylamino)-phenylcarbamoyl]-benzyl}-piperazin-1-yl)-ethyl]-phenoxy-phosphinoyloxy}-propionic acid ethyl ester). Yield: 26.2%. Reaction SMILES: [CH3:1][C:2]1[CH:7]=[CH:6][C:5]([NH:8][C:9](=[O:23])[C:10]2[CH:15]=[CH:14][C:13]([CH2:16][N:17]3[CH2:22][CH2:21][NH:20][CH2:19][CH2:18]3)=[CH:12][CH:11]=2)=[CH:4][C:3]=1[NH:24][C:25]1[N:30]=[C:29]([C:31]2[CH:32]=[N:33][CH:34]=[CH:35][CH:36]=2)[CH:28]=[CH:27][N:26]=1.[CH2:37]([O:39][C:40](=[O:56])[CH:41]([O:43][P:44]([CH2:53][CH:54]=O)([O:46][C:47]1[CH:52]=[CH:51][CH:50]=[CH:49][CH:48]=1)=[O:45])[CH3:42])[CH3:38].[BH3-]C#N.[Na+]>C(O)(=O)C.CN(C=O)C>[CH2:37]([O:39][C:40](=[O:56])[CH:41]([O:43][P:44]([CH2:53][CH2:54][N:20]1[CH2:19][CH2:18][N:17]([CH2:16][C:13]2[CH:12]=[CH:11][C:10]([C:9](=[O:23])[NH:8][C:5]3[CH:6]=[CH:7][C:2]([CH3:1])=[C:3]([NH:24][C:25]4[N:30]=[C:29]([C:31]5[CH:32]=[N:33][CH:34]=[CH:35][CH:36]=5)[CH:28]=[CH:27][N:26]=4)[CH:4]=3)=[CH:15][CH:14]=2)[CH2:22][CH2:21]1)([O:46][C:47]1[CH:52]=[CH:51][CH:50]=[CH:49][CH:48]=1)=[O:45])[CH3:42])[CH3:38] |f:2.3,4.5|. Reported procedure: A solution of N-[4-methyl-3-(4-pyridin-3-yl-pyrimidin-2-ylamino)-phenyl]-4-piperazin-1-ylmethyl-benzamide (20 mg, 0.04 mmol) and 2-[(2-oxo-ethyl)-phenoxy-phosphinoyloxy]-propionic acid ethyl ester (60 mg, 0.2 mmol) in 1% Acetic Acid/DMF (1.5 mL) solution was stirred at room temperature for 7 hours followed by an addition of NaCNBH3 (30 mg, 0.24 mmol). The resulting mixture was stirred for additional 30 min when completion of the reaction was observed by LCMS. After evaporation of solvent, the re... The reactants are C(C)OC(=O)N1CCC(CC1)N (Ethyl-4-amino-1-piperidine-carboxylate), ClC1=C(C=CC(=C1)Cl)[N+](=O)[O-] (2,4-dichloronitrobenzene), C([O-])([O-])=O.[Na+].[Na+] (sodium carbonate). The reagents and catalysts are [I-].[K+] (potassium iodide). The solvent is CN(C=O)C (dimethylformamide), O (water), C(C)(=O)OCC (ethyl acetate). Reaction conditions: temperature 140 celsius, time 15 hour. Product: ClC=1C=CC(=C(C1)NC1CCN(CC1)C(=O)OCC)[N+](=O)[O-] (Ethyl 4-[(5-chloro-2-nitrophenyl)amino]-1-piperidinecarboxylate). Yield: 62.9%. As a reaction SMILES: [CH2:1]([O:3][C:4]([N:6]1[CH2:11][CH2:10][CH:9]([NH2:12])[CH2:8][CH2:7]1)=[O:5])[CH3:2].Cl[C:14]1[CH:19]=[C:18]([Cl:20])[CH:17]=[CH:16][C:15]=1[N+:21]([O-:23])=[O:22].C(=O)([O-])[O-].[Na+].[Na+]>CN(C)C=O.O.C(OCC)(=O)C.[I-].[K+]>[Cl:20][C:18]1[CH:17]=[CH:16][C:15]([N+:21]([O-:23])=[O:22])=[C:14]([NH:12][CH:9]2[CH2:8][CH2:7][N:6]([C:4]([O:3][CH2:1][CH3:2])=[O:5])[CH2:11][CH2:10]2)[CH:19]=1 |f:2.3.4,8.9|. Procedure details: Ethyl-4-amino-1-piperidine-carboxylate (29.6 g, 0.17 mol) was added to a stirred suspension of 2,4-dichloronitrobenzene (30.0 g, 0.16 mol), sodium carbonate (16.5 g, 0.16 mol) and potassium iodide (0.26 g, 0.0016 mol) in dimethylformamide (300 mL). The mixture was heated to 140° C., stirred for 15 hours and then allowed to cool. The reaction mixture was diluted with water (400 mL) and ethyl acetate (600 mL). The aqueous phase was separated and the organic phase was extracted with water (2×300 mL... The reactants are CCCCCCCCC(=O)CCCBr, CN(C)C=O, O, c1c[nH]cn1. Product: CCCCCCCCC(=O)CCCn1ccnc1. RXN SMILES: [Br:1][CH2:2][CH2:3][CH2:4][C:5]([CH2:6][CH2:7][CH2:8][CH2:9][CH2:10][CH2:11][CH2:12][CH3:13])=[O:14].[CH3:21][N:22]([CH3:23])[CH:24]=[O:25].[OH2:20].[nH:15]1[cH:16][n:17][cH:18][cH:19]1>>[CH2:2]([CH2:3][CH2:4][C:5]([CH2:6][CH2:7][CH2:8][CH2:9][CH2:10][CH2:11][CH2:12][CH3:13])=[O:14])[n:15]1[cH:16][n:17][cH:18][cH:19]1.